describe an organic reaction: reactants, conditions, products, and yield From a dataset of the Open Reaction Database (ORD), a public repository of structured organic reaction records. Starting materials: C1(=CC=CC=C1)N1CCNCC1 (1-phenylpiperazine), ClCC1CN(C(O1)=O)C (5-(chloromethyl)-3-methyl-2-oxazolidinone), C([O-])([O-])=O.[Na+].[Na+] (sodium carbonate), [I-].[K+] (potassium iodide), dioxalate. Solvent: C(CCC)O (1-butanol). Product: CN1C(OC(C1)CN1CCN(CC1)C1=CC=CC=C1)=O (3-Methyl-5-(4-Phenyl-1-Piperazinylmethyl)-2-Oxazolidinone). Isolated yield 16.3%. Reaction SMILES: [C:1]1([N:7]2[CH2:12][CH2:11][NH:10][CH2:9][CH2:8]2)[CH:6]=[CH:5][CH:4]=[CH:3][CH:2]=1.Cl[CH2:14][CH:15]1[O:19][C:18](=[O:20])[N:17]([CH3:21])[CH2:16]1.C(=O)([O-])[O-].[Na+].[Na+].[I-].[K+]>C(O)CCC>[CH3:21][N:17]1[CH2:16][CH:15]([CH2:14][N:10]2[CH2:11][CH2:12][N:7]([C:1]3[CH:6]=[CH:5][CH:4]=[CH:3][CH:2]=3)[CH2:8][CH2:9]2)[O:19][C:18]1=[O:20] |f:2.3.4,5.6|. Procedure: This compound was prepared according to the procedure of Example 2. A mixture of 3.2 g (0.02 mol) of 1-phenylpiperazine, 3.0 g (0.02 mol) of 5-(chloromethyl)-3-methyl-2-oxazolidinone, 8.0 g (0.075 mol) of anhydrous sodium carbonate, and 0.4 g of potassium iodide in 100 mL of 1-butanol gave a brown oil as residue. The oil was converted to the dioxalate and the solid was recrystallized from acetonitrile-dimethylformamide but did not give a correct combustion analysis. The salt was partitioned betw... The reactants are CC(=O)[O-], CS(C)=O, ClCCc1ccccc1, [Na+], O=C1c2ccccc2C(=O)N1O. Reaction SMILES: [CH3:14][C:15](=[O:16])[O-:17].[CH3:27][S:28]([CH3:29])=[O:30].[Cl:18][CH2:19][CH2:20][c:21]1[cH:22][cH:23][cH:24][cH:25][cH:26]1.[Na+:13].[OH:1][N:2]1[C:3](=[O:12])[c:4]2[c:5]([cH:8][cH:9][cH:10][cH:11]2)[C:6]1=[O:7]>>[O:1]([N:2]1[C:3](=[O:12])[c:4]2[c:5]([cH:8][cH:9][cH:10][cH:11]2)[C:6]1=[O:7])[CH2:19][CH2:20][c:21]1[cH:22][cH:23][cH:24][cH:25][cH:26]1. The product is O=C1c2ccccc2C(=O)N1OCCc1ccccc1. Procedure details: To 125 ml of dry xylene is added with stirring 20.7 g of N-(butylcarbamoyl)-2-pyridinesulfonamide. This solution is heated to reflux, and phosgene is added until no further uptake of this gas is observed. It is then cooled, filtered and the solvent is removed in vacuo to yield 2-pyridinesulfonylisocyanate. Run in C=1(C(=CC=CC1)C)C (xylene). As a reaction SMILES: C(N[C:6]([NH:8][S:9]([C:12]1[CH:17]=[CH:16][CH:15]=[CH:14][N:13]=1)(=[O:11])=[O:10])=[O:7])CCC.C(Cl)(Cl)=O>C1(C)C(C)=CC=CC=1>[N:13]1[CH:14]=[CH:15][CH:16]=[CH:17][C:12]=1[S:9]([N:8]=[C:6]=[O:7])(=[O:10])=[O:11]. The reactants are C(CCC)NC(=O)NS(=O)(=O)C1=NC=CC=C1 (N-(butylcarbamoyl)-2-pyridinesulfonamide), C(=O)(Cl)Cl (phosgene). Product: N1=C(C=CC=C1)S(=O)(=O)N=C=O (2-pyridinesulfonylisocyanate).